From a dataset of the Open Reaction Database (ORD), a public repository of structured organic reaction records. describe an organic reaction: reactants, conditions, products, and yield Reactants: O.C1(=CC=C(C=C1)S(=O)(=O)O)C (p-toluenesulfonic acid monohydrate), 3A, COCOC (dimethoxymethane). The solvent is C(Cl)Cl (methylene chloride). Product: COCOC=1C=C(C=O)C=CC1 (m-methoxymethoxybenzaldehyde). Reaction SMILES: [OH2:1].[C:2]1([CH3:12])[CH:7]=[CH:6][C:5](S(O)(=O)=O)=[CH:4][CH:3]=1.[CH3:13][O:14][CH2:15][O:16]C>C(Cl)Cl>[CH3:13][O:14][CH2:15][O:16][C:4]1[CH:3]=[C:2]([CH:7]=[CH:6][CH:5]=1)[CH:12]=[O:1] |f:0.1|. Procedure: In a preferred embodiment of the invention, m-hydroxybenzaldehyde and dimethoxymethane are dissolved in methylene chloride and p-toluenesulfonic acid monohydrate is added. The mixture is refluxed overnight using a Soxhlet extractor containing type 3A molecular sieves, and the product, m-methoxymethoxybenzaldehyde, is isolated and purified by standard procedures. For example, after the reaction mixture cools, triethylamine is added to neutralize the acid catalyst and the mixture is washed with di... Starting materials: C([O-])([O-])=O.[K+].[K+] (potassium carbonate), BrC1=C(C=C(C(=O)OC)C=C1)COC (Methyl 4-bromo-3-(methoxymethyl)benzoate), FC=1C(=C(C=CC1)C1=C(C=C(C=C1)C(=O)O)COC)C (3′-fluoro-2-(methoxymethyl)-2′-methylbiphenyl-4-carboxylic acid), C(C)C1=C(C=CC=C1)B(O)O (2-ethylbenzene boronic acid). Reagents/catalysts: C=1C=CC(=CC1)[P](C=2C=CC=CC2)(C=3C=CC=CC3)[Pd]([P](C=4C=CC=CC4)(C=5C=CC=CC5)C=6C=CC=CC6)([P](C=7C=CC=CC7)(C=8C=CC=CC8)C=9C=CC=CC9)[P](C=1C=CC=CC1)(C=1C=CC=CC1)C=1C=CC=CC1 (Pd(PPh3)4). The solvent is C1(=CC=CC=C1)C (toluene), O (water). Conditions: temperature 100 celsius. The product is C(C)C1=C(C=CC=C1)C1=C(C=C(C=C1)C(=O)OC)COC (Methyl 2′-ethyl-2-(methoxymethyl)-1,1′-biphenyl-4-carboxylate). The yield is 83.0%. As a reaction SMILES: Br[C:2]1[CH:11]=[CH:10][C:5]([C:6]([O:8][CH3:9])=[O:7])=[CH:4][C:3]=1[CH2:12][O:13][CH3:14].F[C:16]1[C:17](C)=[C:18]([C:22]2C=CC(C(O)=O)=C[C:23]=2COC)[CH:19]=[CH:20][CH:21]=1.C(C1C=CC=CC=1B(O)O)C.C(=O)([O-])[O-].[K+].[K+]>C1(C)C=CC=CC=1.O.C1C=CC([P]([Pd]([P](C2C=CC=CC=2)(C2C=CC=CC=2)C2C=CC=CC=2)([P](C2C=CC=CC=2)(C2C=CC=CC=2)C2C=CC=CC=2)[P](C2C=CC=CC=2)(C2C=CC=CC=2)C2C=CC=CC=2)(C2C=CC=CC=2)C2C=CC=CC=2)=CC=1>[CH2:22]([C:18]1[CH:19]=[CH:20][CH:21]=[CH:16][C:17]=1[C:2]1[CH:11]=[CH:10][C:5]([C:6]([O:8][CH3:9])=[O:7])=[CH:4][C:3]=1[CH2:12][O:13][CH3:14])[CH3:23] |f:3.4.5,^1:63,65,84,103|. Reported procedure: To a solution of methyl 4-bromo-3-(methoxymethyl)benzoate (Intermediate 1 Step 2, 12.0 g, 46.3 mmol) in toluene (150 mL) and water (35 mL) under N2, was added 2-ethylbenzene boronic acid (9.02 g, 60.1 mmol) followed by potassium carbonate (19 g, 139 mmol) and Pd(PPh3)4 (2.67 g, 2.31 mmol). The reaction mixture was degassed with N2 and heated at 100° C. for 12 hours. The reaction mixture was diluted with EtOAc. The organic layer was washed with a saturated aqueous solution of sodium bicarbonate (... Starting materials: [BH3-]C#N.[Na+] (NaBH3CN), [BH4-].[Na+] (NaBH4), C(=O)C1=CC=C(S1)C=1N=NOC1 (5-formyl-thiophen-2-yl-oxadiazol), amine, C(C)(=O)O[BH-](OC(C)=O)OC(C)=O.[Na+] (sodium triacetoxy borohydride). The solvent is O (water), C(=O)O (formic acid), CO (methanol). Reaction conditions: time 16 hour. Product: NCC1=CC=C(S1)C=1N=NOC1 (5-aminomethyl-thiophen-2-yl-oxadiazol). RXN SMILES: [CH:1]([C:3]1[S:7][C:6]([C:8]2[N:9]=[N:10][O:11][CH:12]=2)=[CH:5][CH:4]=1)=O.C(O[BH-](OC(=O)C)OC(=O)C)(=O)C.[Na+].[BH3-]C#[N:29].[Na+].[BH4-].[Na+]>CO.O.C(O)=O>[NH2:29][CH2:1][C:3]1[S:7][C:6]([C:8]2[N:9]=[N:10][O:11][CH:12]=2)=[CH:5][CH:4]=1 |f:1.2,3.4,5.6|. Procedure details: To a solution of the 5-formyl-thiophen-2-yl-oxadiazol derivative (1 eq., usual scale 0.02-0.25 mmol) and the appropriate amine (2-40 eq.) in methanol (24 mL/mmol), sodium triacetoxy borohydride (NaBH(OAc)3) (10 eq.) is added. The mixture is stirred for 2 h before NaBH3CN (10 eq.) is added. Stirring of the suspension is continued for 16 h before NaBH4 (20 eq.) is added and stirring is continued for another 16 h at rt. The reaction mixture is diluted with water (4 mL/mmol) and formic acid (4 mL/mm... The reactants are CSC1C(NC2=CC=C(C=C12)C(=O)OCC)=O (Ethyl 3-methylsulphanyl-2-oxo-2,3-dihydro-1H-indole-5-carboxylate). Reagents/catalysts: [Zn] (zinc). Run in C(C)(=O)O (acetic acid). Conditions: temperature 40 celsius, time 8 hour. The product is O=C1NC2=CC=C(C=C2C1)C(=O)OCC (Ethyl 2-oxo-2,3-dihydro-1H-indole-5-carboxylate). RXN SMILES: CS[CH:3]1[C:11]2[C:6](=[CH:7][CH:8]=[C:9]([C:12]([O:14][CH2:15][CH3:16])=[O:13])[CH:10]=2)[NH:5][C:4]1=[O:17]>C(O)(=O)C.[Zn]>[O:17]=[C:4]1[CH2:3][C:11]2[C:6](=[CH:7][CH:8]=[C:9]([C:12]([O:14][CH2:15][CH3:16])=[O:13])[CH:10]=2)[NH:5]1. Procedure: To a solution of the compound obtained in Step A (0.1448 mol) in glacial acetic acid (700 ml) there is added powdered zinc (0.8690 mol). The two-phase mixture is stirred at 40° C. for 8 hours. The reaction mixture is filtered and the filtrate is then evaporated to dryness. The residue is stirred in water overnight and filtered and the precipitate obtained is washed with water. The product is taken up in toluene and then evaporated to dryness, and is then taken up in ether, filtered, washed with ... Reactants: [N+](=O)([O-])C1=C(C=CC(=C1)Cl)N=NC1=C(C(=CC(=C1)C)C(C)(C)C)O (2-nitro-4-chloro-2'-hydroxy-3'-t-butyl-5'-methylazobenzene), [OH-].[Na+] (sodium hydroxide), C1=CC=CC=2C3=CC=CC=C3C(C12)=O (9-fluorenone), S(O)(O)(=O)=O (sulfuric acid), N(=NC1=CC=CC=C1)C1=CC=CC=C1 (azobenzene), resultant mixture, C1=CC(=C(C=C1O)O)C(=O)C2=C(C=C(C=C2)O)O (benzophenone 2). Run in O (water), C(CCC)O (n-butanol), O (water). Reaction conditions: temperature 65 celsius, time 5 hour. Product: OC1=C(C=C(C=C1C(C)(C)C)C)N1N=C2C(=[N+]1[O-])C=CC(=C2)Cl (2-(2-hydroxy-3-t-butyl-5-methylphenyl)-5-chlorobenzotriazole-N-oxide). Isolated yield 829.1%. RXN SMILES: [N+:1]([C:4]1[CH:9]=[C:8]([Cl:10])[CH:7]=[CH:6][C:5]=1[N:11]=[N:12][C:13]1[CH:18]=[C:17]([CH3:19])[CH:16]=[C:15]([C:20]([CH3:23])([CH3:22])[CH3:21])[C:14]=1[OH:24])([O-])=O.[OH-].[Na+].C1C2C(=[O:40])C3C(=CC=CC=3)C=2C=CC=1.N(C1C=CC=CC=1)=NC1C=CC=CC=1.C1C(O)=CC(O)=C(C(C2C=CC(O)=CC=2O)=O)C=1.S(=O)(=O)(O)O>O.C(O)CCC>[OH:24][C:14]1[C:15]([C:20]([CH3:23])([CH3:22])[CH3:21])=[CH:16][C:17]([CH3:19])=[CH:18][C:13]=1[N:12]1[N+:11]([O-:40])=[C:5]2[CH:6]=[CH:7][C:8]([Cl:10])=[CH:9][C:4]2=[N:1]1 |f:1.2|. Procedure: 2-nitro-4-chloro-2'-hydroxy-3'-t-butyl-5'-methylazobenzene 23.2 g was added to a mixture of n-butanol 60 g, water 10.6 g and 97% sodium hydroxide 6.9 g, and the resultant mixture was stirred while raising temperature to 65° C. Thereafter, the mixture was cooled to 50° C., and 9-fluorenone 1.5 g was added to the mixture. The reaction mixture was then heated to 90° C. in one hour, and the mixture was stirred at 90°~96° C. for five hours to effect reaction, thus almost all of the azobenzene having ...